Dataset: the Open Reaction Database (ORD), a public repository of structured organic reaction records. Task: describe an organic reaction: reactants, conditions, products, and yield Starting materials: C(C)OC1=C(C=C(C=C1)CCCC(=O)OC)C1=C(C=CC(=C1)CCCC(=O)OC)OCC (2,2'-diethoxy-5,5'-bis(3-methoxycarbonylpropyl) biphenyl), [OH-].[Na+] (sodium hydroxide), Cl (hydrochloric acid). The solvent is C(C)O (ethanol). Reaction conditions: time 24 hour. Yields the product C(C)OC1=C(C=C(C=C1)CCCC(=O)O)C1=C(C=CC(=C1)CCCC(=O)O)OCC (2,2'-diethoxy-5,5'-bis(3-carboxypropyl) biphenyl). Isolated yield 95.6%. Reaction SMILES: [CH2:1]([O:3][C:4]1[CH:9]=[CH:8][C:7]([CH2:10][CH2:11][CH2:12][C:13]([O:15]C)=[O:14])=[CH:6][C:5]=1[C:17]1[CH:22]=[C:21]([CH2:23][CH2:24][CH2:25][C:26]([O:28]C)=[O:27])[CH:20]=[CH:19][C:18]=1[O:30][CH2:31][CH3:32])[CH3:2].[OH-].[Na+].Cl>C(O)C>[CH2:31]([O:30][C:18]1[CH:19]=[CH:20][C:21]([CH2:23][CH2:24][CH2:25][C:26]([OH:28])=[O:27])=[CH:22][C:17]=1[C:5]1[CH:6]=[C:7]([CH2:10][CH2:11][CH2:12][C:13]([OH:15])=[O:14])[CH:8]=[CH:9][C:4]=1[O:3][CH2:1][CH3:2])[CH3:32] |f:1.2|. Procedure details: To 10 ml of an ethanol solution containing 183.3 mg (0.4147 mmol) of 2,2'-diethoxy-5,5'-bis(3-methoxycarbonylpropyl) biphenyl obtained in Reference Example 5, there was added 3.3 ml (3.3 mmol) of 1N sodium hydroxide solution and the mixture was agitated at room temperature for 24 hours. The solvent of the reaction mixture was evaporated off under reduced pressure and, to the resulting evaporated residue, water was added. The solution obtain was acidified by adding 1N hydrochloric acid to a pH of... Starting materials: C(=O)(C(=O)Cl)Cl ((COCl)2), C(CCCCCCCCCCCCCCCCCCCCCCCCC)(=O)O (hexacosanoic acid), N[C@H](CO[C@H]1[C@@H]([C@H]([C@H](CCC1)O)O)O)[C@H]([C@H](CCCCCCCCCCCCCC)O)O ((1S,2S,3R,4R)-4-(((2R,3R,4S)-2-amino-3,4-dihydroxyoctadecyl)oxy)cycloheptane-1,2,3-triol). Solvent: C1CCOC1.CC(=O)[O-].[Na+] (THF NaOAc). Reaction conditions: temperature 70 celsius. Product: O[C@H]([C@@H](CO[C@@H]1[C@@H]([C@H]([C@H](CCC1)O)O)O)NC(CCCCCCCCCCCCCCCCCCCCCCCCC)=O)[C@H](CCCCCCCCCCCCCC)O (N-((2R,3R,4S)-3,4-dihydroxy-1-(((1S,2R,3S,4S)-2,3,4-trihydroxycycloheptyl)oxy)octadecan-2-yl)hexacosanamide). As a reaction SMILES: C(Cl)(C(Cl)=O)=O.[C:7]([OH:34])(=O)[CH2:8][CH2:9][CH2:10][CH2:11][CH2:12][CH2:13][CH2:14][CH2:15][CH2:16][CH2:17][CH2:18][CH2:19][CH2:20][CH2:21][CH2:22][CH2:23][CH2:24][CH2:25][CH2:26][CH2:27][CH2:28][CH2:29][CH2:30][CH2:31][CH3:32].[NH2:35][C@@H:36]([C@@H:49]([OH:66])[C@@H:50]([OH:65])[CH2:51][CH2:52][CH2:53][CH2:54][CH2:55][CH2:56][CH2:57][CH2:58][CH2:59][CH2:60][CH2:61][CH2:62][CH2:63][CH3:64])[CH2:37][O:38][C@@H:39]1[CH2:45][CH2:44][CH2:43][C@H:42]([OH:46])[C@H:41]([OH:47])[C@H:40]1[OH:48]>C1COCC1.CC([O-])=O.[Na+]>[OH:66][C@@H:49]([C@@H:50]([OH:65])[CH2:51][CH2:52][CH2:53][CH2:54][CH2:55][CH2:56][CH2:57][CH2:58][CH2:59][CH2:60][CH2:61][CH2:62][CH2:63][CH3:64])[C@H:36]([NH:35][C:7](=[O:34])[CH2:8][CH2:9][CH2:10][CH2:11][CH2:12][CH2:13][CH2:14][CH2:15][CH2:16][CH2:17][CH2:18][CH2:19][CH2:20][CH2:21][CH2:22][CH2:23][CH2:24][CH2:25][CH2:26][CH2:27][CH2:28][CH2:29][CH2:30][CH2:31][CH3:32])[CH2:37][O:38][C@H:39]1[CH2:45][CH2:44][CH2:43][C@H:42]([OH:46])[C@H:41]([OH:47])[C@H:40]1[OH:48] |f:3.4.5|. Procedure: (COCl)2 (2 mL) was added to hexacosanoic acid (139 mg, 0.39 mmol) and heated at 70° C. for 2 h, after which time the solution was cooled to rt, and the (COCl)2 removed under a stream of dry argon. The residual volatiles were removed under reduced pressure. The resulting crude acyl chloride was dissolved in THF (0.5 mL) and added with vigorous stirring to a solution of amine 72 (81 mg, 0.18 mmol) in THF/NaOAc(aq) (8M) (1:1, 2 mL). Vigorous stirring was maintained for 2 h, after which time the rea... The reactants are Cl.C(C1=CC=CC=C1)OC(=O)N[C@@H](CC(C)C)C(=O)N[C@@H](CCCNC(N)=N)C(=O)N1[C@H](C(=O)NCC(=O)N)CCC1 (Nα -benzyloxycarbonyl-L-leucyl-L-arginyl-L-prolyl-glycinamide hydrochloride). Reagents/catalysts: [Pd] (palladium-on-carbon). The solvent is CO (methanol). Yields the product Cl.N[C@@H](CC(C)C)C(=O)N[C@@H](CCCNC(N)=N)C(=O)N1[C@H](C(=O)NCC(=O)N)CCC1 (L-Leucyl-L-arginyl-L-prolyl-glycinamide hydrochloride). Reaction SMILES: [ClH:1].C(OC([NH:12][C@H:13]([C:18]([NH:20][C@H:21]([C:29]([N:31]1[CH2:42][CH2:41][CH2:40][C@H:32]1[C:33]([NH:35][CH2:36][C:37]([NH2:39])=[O:38])=[O:34])=[O:30])[CH2:22][CH2:23][CH2:24][NH:25][C:26](=[NH:28])[NH2:27])=[O:19])[CH2:14][CH:15]([CH3:17])[CH3:16])=O)C1C=CC=CC=1>[Pd].CO>[ClH:1].[NH2:12][C@H:13]([C:18]([NH:20][C@H:21]([C:29]([N:31]1[CH2:42][CH2:41][CH2:40][C@H:32]1[C:33]([NH:35][CH2:36][C:37]([NH2:39])=[O:38])=[O:34])=[O:30])[CH2:22][CH2:23][CH2:24][NH:25][C:26](=[NH:27])[NH2:28])=[O:19])[CH2:14][CH:15]([CH3:16])[CH3:17] |f:0.1,4.5|. Procedure details: A solution of 6.43 g. of Nα -benzyloxycarbonyl-L-leucyl-L-arginyl-L-prolyl-glycinamide hydrochloride in 200 ml. of methanol with 250 mg. of 20% palladium-on-carbon is stirred under hydrogen gas for three hours, the catalyst removed by filtration, and the filtrate evaporated to dryness at 45° C. under reduced pressure. The dried residue is a foam which is suitable for use without further purification. The reactants are ClC1=C(C=CC=C1)C1=C(C=C2C(=N1)OC(=C2NC(C(F)(F)F)=O)C(=O)N(CC)CC)C2=CC=C(C=C2)Cl (6-(2-Chlorophenyl)-5-(4-chlorophenyl)-N,N-diethyl-3-[(trifluoroacetyl)amino]-furo[2,3-b]pyridine-2-carboxamide), C([O-])([O-])=O.[K+].[K+] (potassium carbonate), O (water). Solvent: CO (MeOH). Conditions: temperature 60 celsius, time 3 hour. The product is NC1=C(OC2=NC(=C(C=C21)C2=CC=C(C=C2)Cl)C2=C(C=CC=C2)Cl)C(=O)N(CC)CC (3-Amino-6-(2-chlorophenyl)-5-(4-chlorophenyl)-N,N-diethylfuro[2,3-b]pyridine-2-carboxamide). Reaction SMILES: [Cl:1][C:2]1[CH:7]=[CH:6][CH:5]=[CH:4][C:3]=1[C:8]1[N:13]=[C:12]2[O:14][C:15]([C:24]([N:26]([CH2:29][CH3:30])[CH2:27][CH3:28])=[O:25])=[C:16]([NH:17]C(=O)C(F)(F)F)[C:11]2=[CH:10][C:9]=1[C:31]1[CH:36]=[CH:35][C:34]([Cl:37])=[CH:33][CH:32]=1.C(=O)([O-])[O-].[K+].[K+].O>CO>[NH2:17][C:16]1[C:11]2[C:12](=[N:13][C:8]([C:3]3[CH:4]=[CH:5][CH:6]=[CH:7][C:2]=3[Cl:1])=[C:9]([C:31]3[CH:36]=[CH:35][C:34]([Cl:37])=[CH:33][CH:32]=3)[CH:10]=2)[O:14][C:15]=1[C:24]([N:26]([CH2:29][CH3:30])[CH2:27][CH3:28])=[O:25] |f:1.2.3|. Procedure: To a magnetically stirred solution of 0.273 g (0.50 mmol) of the product of Example 182 in 5 mL MeOH was added 0.343 g (0.248 mmol) of potassium carbonate and 0.5 mL water. The reaction mixture was stirred at 60° C. for 3 h then cooled to room temperature and partitioned between EtOAc and 10% aq. NaHSO4. The organic extracts were separated, washed with water and brine, dried (Na2SO4), filtered and evaporated. The residue was purified on a silica gel flash chromatography column eluted with 0–20% ... Reactants: [N+](=O)([O-])C1=CC=C(C=C1)NC(=S)N ((4-nitro-phenyl)-thiourea), COC(N(C)C)OC (N,N-Dimethylformamide dimethyl acetal). Run at temperature 100 celsius. Product: CN(C)C=NC(=S)NC1=CC=C(C=C1)[N+](=O)[O-] (Dimethylaminomethylene-3-(4-nitro-phenyl)-thiourea). Isolated yield 74.3%. RXN SMILES: [N+:1]([C:4]1[CH:9]=[CH:8][C:7]([NH:10][C:11]([NH2:13])=[S:12])=[CH:6][CH:5]=1)([O-:3])=[O:2].CO[CH:16](OC)[N:17]([CH3:19])[CH3:18]>>[CH3:16][N:17]([CH:19]=[N:13][C:11]([NH:10][C:7]1[CH:8]=[CH:9][C:4]([N+:1]([O-:3])=[O:2])=[CH:5][CH:6]=1)=[S:12])[CH3:18]. Procedure details: A mixture of 5 g (25.3 mmol) (4-nitro-phenyl)-thiourea and 33.8 ml (253 mmol) N,N-Dimethylformamide dimethyl acetal was heated to 100° C. for 1 h. The precipitate was filtered off, washed with diethyl ether and dried to yield 4.74 g (74%) the title compound as orange solid. Reaction SMILES: B1(C)OC(C2C=CC=CC=2)(C2C=CC=CC=2)[C@@H]2N1CCC2.S(C)C.ClCCl.[Cl:28][C:29]1[C:34]([F:35])=[CH:33][CH:32]=[C:31]([Cl:36])[C:30]=1[C:37](=[O:39])[CH3:38]>Cl.CO>[Cl:28][C:29]1[C:34]([F:35])=[CH:33][CH:32]=[C:31]([Cl:36])[C:30]=1[C@@H:37]([OH:39])[CH3:38]. Run in Cl (HCl), CO (MeOH). Reported procedure: To (R)-2-methyl-CBS-oxazaborolidine (Aldrich or Callery Chemical Co, 1M in toluene, 1 eq.) at −45° C. is added BH3. Me2S (1.06 eq.). To the previous solution is added at −30° C. a 1M dichloromethane solution of 1-(2,6-dichloro-3-fluorophenyl)ethanone. After completion of the reaction, excess MeOH is added followed by IN HCl. After warming up to room temperature, the resulting mixture is filtered through a pad of celite and silica gel and washed with 30% EtOAc in hexane. The solvent is removed un... Reactants: B1(N2CCC[C@@H]2C(O1)(C3=CC=CC=C3)C4=CC=CC=C4)C ((R)-2-methyl-CBS-oxazaborolidine), S(C)C (Me2S), ClCCl (dichloromethane), ClC1=C(C(=CC=C1F)Cl)C(C)=O (1-(2,6-dichloro-3-fluorophenyl)ethanone). The product is ClC1=C(C(=CC=C1F)Cl)[C@H](C)O ((S)-1-(2,6-dichloro-3-fluorophenyl)ethanol). The reactants are CN1CCC(CO)CC1, COc1cc2c(Cl)ncnc2cc1O. Product: COc1cc2c(Cl)ncnc2cc1OCC1CCN(C)CC1. As a reaction SMILES: [CH3:15][N:16]1[CH2:17][CH2:18][CH:19]([CH2:22][OH:23])[CH2:20][CH2:21]1.[Cl:1][c:2]1[n:3][cH:4][n:5][c:6]2[cH:7][c:8]([OH:14])[c:9]([O:12][CH3:13])[cH:10][c:11]12>>[Cl:1][c:2]1[n:3][cH:4][n:5][c:6]2[cH:7][c:8]([O:14][CH2:22][CH:19]3[CH2:18][CH2:17][N:16]([CH3:15])[CH2:21][CH2:20]3)[c:9]([O:12][CH3:13])[cH:10][c:11]12. Starting materials: CC1=CC=C(C=C1)S(=O)(=O)OC[C@@H]1C[C@@H](CC1)NC(=O)OC(C)(C)C (((1S,3R)-3-(tert-butoxycarbonylamino)cyclopentyl)methyl 4-methylbenzenesulfonate), CC1CNCCC1 (3-methylpiperidine). The solvent is C(Cl)Cl (DCM). Reaction conditions: temperature 0 celsius. Yields the product CC1CN(CCC1)C[C@@H]1C[C@@H](CC1)NC(OC(C)(C)C)=O (tert-butyl (1R,3S)-3-((3-methylpiperidin-1-yl)methyl)cyclopentylcarbamate). Isolated yield 72.3%. As a reaction SMILES: CC1C=CC(S(O[CH2:12][C@H:13]2[CH2:17][CH2:16][C@@H:15]([NH:18][C:19]([O:21][C:22]([CH3:25])([CH3:24])[CH3:23])=[O:20])[CH2:14]2)(=O)=O)=CC=1.[CH3:26][CH:27]1[CH2:32][CH2:31][CH2:30][NH:29][CH2:28]1>C(Cl)Cl>[CH3:26][CH:27]1[CH2:32][CH2:31][CH2:30][N:29]([CH2:12][C@H:13]2[CH2:17][CH2:16][C@@H:15]([NH:18][C:19](=[O:20])[O:21][C:22]([CH3:23])([CH3:24])[CH3:25])[CH2:14]2)[CH2:28]1. Reported procedure: To a stirred solution of ((1S,3R)-3-(tert-butoxycarbonylamino)cyclopentyl)methyl 4-methylbenzenesulfonate (Intermediate 18-step 2, about 0.5 g) in DCM (50 ml) potassium carbonate (about 0.3 g) was added at room temperature and cooled to about 0° C. After ten minutes, 3-methylpiperidine (0.21 g) was added and stirred the reaction at room temperature for about 6 hours and completion of the reaction was monitored by TLC. The reaction mixture was neutralized and extracted with DCM, the organic layer... Reactants: C1CCOC1, CS(=O)(=O)N1CCN(c2ncc(OCC(F)(F)F)cn2)CC1, C[Si](C)(C)[N-][Si](C)(C)C, [Li+], CCOP(=O)(Cl)OCC, O=CCCCc1ncccn1. The product is O=S(=O)(C=CCCCc1ncccn1)N1CCN(c2ncc(OCC(F)(F)F)cn2)CC1. RXN SMILES: [CH2:53]1[O:54][CH2:55][CH2:56][CH2:57]1.[CH3:1][S:2](=[O:3])(=[O:4])[N:5]1[CH2:6][CH2:7][N:8]([c:11]2[n:12][cH:13][c:14]([O:17][CH2:18][C:19]([F:20])([F:21])[F:22])[cH:15][n:16]2)[CH2:9][CH2:10]1.[CH3:24][Si:25]([N-:26][Si:27]([CH3:28])([CH3:29])[CH3:30])([CH3:31])[CH3:32].[Li+:23].[P:33]([Cl:34])([O:35][CH2:36][CH3:37])([O:38][CH2:39][CH3:40])=[O:41].[n:42]1[c:43]([CH2:48][CH2:49][CH2:50][CH:51]=[O:52])[n:44][cH:45][cH:46][cH:47]1>>[CH:1]([S:2](=[O:3])(=[O:4])[N:5]1[CH2:6][CH2:7][N:8]([c:11]2[n:12][cH:13][c:14]([O:17][CH2:18][C:19]([F:20])([F:21])[F:22])[cH:15][n:16]2)[CH2:9][CH2:10]1)=[CH:51][CH2:50][CH2:49][CH2:48][c:43]1[n:42][cH:47][cH:46][cH:45][n:44]1.